From a dataset of the Open Reaction Database (ORD), a public repository of structured organic reaction records. describe an organic reaction: reactants, conditions, products, and yield The reactants are ClCCCCNC1=C(C=NC2=CC=CC=C12)N (N4-(4-chlorobutyl)quinoline-3,4-diamine), C(CCC)(OC)(OC)OC (trimethyl orthobutyrate). The reagents and catalysts are Cl.N1=CC=CC=C1 (pyridine hydrochloride). Yields the product ClCCCCN1C(=NC=2C=NC=3C=CC=CC3C21)CCC (1-(4-chlorobutyl)-2-propyl-1H-imidazo[4,5-c]quinoline). Yield: 55.6%. RXN SMILES: [Cl:1][CH2:2][CH2:3][CH2:4][CH2:5][NH:6][C:7]1[C:16]2[C:11](=[CH:12][CH:13]=[CH:14][CH:15]=2)[N:10]=[CH:9][C:8]=1[NH2:17].[C:18](OC)(OC)(OC)[CH2:19][CH2:20][CH3:21]>Cl.N1C=CC=CC=1>[Cl:1][CH2:2][CH2:3][CH2:4][CH2:5][N:6]1[C:7]2[C:16]3[CH:15]=[CH:14][CH:13]=[CH:12][C:11]=3[N:10]=[CH:9][C:8]=2[N:17]=[C:18]1[CH2:19][CH2:20][CH3:21] |f:2.3|. Reported procedure: Using the general method of Example 1 Part D, N4-(4-chlorobutyl)quinoline-3,4-diamine (˜21.45 mmol) was cyclized using trimethyl orthobutyrate (3.8 g, 25.74 mmol) in the presence of pyridine hydrochloride (0.1 g). The crude product was purified by chromatography (silica gel eluting with 95/5 dichloromethane/methanol) to provide 3.6 g of 1-(4-chlorobutyl)-2-propyl-1H-imidazo[4,5-c]quinoline as a light green oil which slowly solidified. The reactants are C1(CC1)C=1C=CC(=NC1OCC1CC1)C(=O)O (5-cyclopropyl-6-cyclopropylmethyloxy-pyridine-2-carboxylic acid), Cl.COC([C@@H](N)CC(C)C)=O (L-leucine methyl ester hydrochloride). Yields the product COC([C@H](CC(C)C)NC(=O)C1=NC(=C(C=C1)C1CC1)OCC1CC1)=O ((S)-2-[(5-Cyclopropyl-6-cyclopropylmethoxy-pyridine-2-carbonyl)-amino]-4-methyl-pentanoic acid methyl ester). RXN SMILES: [CH:1]1([C:4]2[CH:5]=[CH:6][C:7]([C:15]([OH:17])=O)=[N:8][C:9]=2[O:10][CH2:11][CH:12]2[CH2:14][CH2:13]2)[CH2:3][CH2:2]1.Cl.[CH3:19][O:20][C:21](=[O:28])[C@H:22]([CH2:24][CH:25]([CH3:27])[CH3:26])[NH2:23]>>[CH3:19][O:20][C:21](=[O:28])[C@@H:22]([NH:23][C:15]([C:7]1[CH:6]=[CH:5][C:4]([CH:1]2[CH2:2][CH2:3]2)=[C:9]([O:10][CH2:11][CH:12]2[CH2:13][CH2:14]2)[N:8]=1)=[O:17])[CH2:24][CH:25]([CH3:27])[CH3:26] |f:1.2|. Reported procedure: The title compound was synthesized in analogy to Example 1, using 5-cyclopropyl-6-cyclopropylmethyloxy-pyridine-2-carboxylic acid (Example 42a) and L-leucine methyl ester hydrochloride (1:1) (CAN 7517-19-3) as starting materials, LC-MS (UV peak area/ESI) 100%, 361.2120 (M+H)+. Starting materials: C1(=CC=CC=C1)[PH+](C1=CC=CC=C1)C1=CC=CC=C1 (triphenylphosphonium), 41 -alkoxybiphenyl, COC(=O)C1=CC2=CC=C(C=C2C=C1)C=O (6-formyl-2-naphthalenecarboxylic acid methyl ester), [H][H] (hydrogen). Run in O1CCCC1 (tetrahydrofuran). The product is COC(=O)C1=CC2=CC=CC=C2C=C1 (2-naphthalenecarboxylic acid methyl ester). Reaction SMILES: C1([PH+](C2C=CC=CC=2)C2C=CC=CC=2)C=CC=CC=1.[CH3:20][O:21][C:22]([C:24]1[CH:33]=[CH:32][C:31]2[C:26](=[CH:27][CH:28]=[C:29](C=O)[CH:30]=2)[CH:25]=1)=[O:23].[H][H]>O1CCCC1>[CH3:20][O:21][C:22]([C:24]1[CH:33]=[CH:32][C:31]2[C:26](=[CH:27][CH:28]=[CH:29][CH:30]=2)[CH:25]=1)=[O:23]. Reported procedure: For example, 4'-alkoxy-4-bromobiphenyl (17) is reacted with triphenylphosphin to obtain triphenylphosphonium salt of 4'-alkoxybiphenyl (21). The thus obtained triphenylphosphonium salt of 41 -alkoxybiphenyl (21) is reacted with 6-formyl-2-naphthalenecarboxylic acid methyl ester as a solution in such as methylene chrolide and then the resulting compound is reacted with hydrogen in the presence of the reducing catalyst such as paradium carbon in a solvent such as tetrahydrofuran (THF) to obtain 6-... Starting materials: BrC=1C(=NC(=NC1)Cl)Cl (5-bromo-2,4-dichloropyrimidine), NC1=CC=CC=C1 (aniline), C(C)(C)N(C(C)C)CC (N,N-diisopropylethylamine). Run in C(CCC)O (n-butanol). Yields the product N(C1=CC=CC=C1)C1=NC(=NC=C1Br)Cl (4-Anilino-5-bromo-2-chloropyrimidine). RXN SMILES: [Br:1][C:2]1[C:3](Cl)=[N:4][C:5]([Cl:8])=[N:6][CH:7]=1.[NH2:10][C:11]1[CH:16]=[CH:15][CH:14]=[CH:13][CH:12]=1.C(N(CC)C(C)C)(C)C>C(O)CCC>[NH:10]([C:3]1[C:2]([Br:1])=[CH:7][N:6]=[C:5]([Cl:8])[N:4]=1)[C:11]1[CH:16]=[CH:15][CH:14]=[CH:13][CH:12]=1. Reported procedure: A solution of 5-bromo-2,4-dichloropyrimidine (6.84 g, 30.0 mmol), aniline (2.79 g, 30.0 mmol) and N,N-diisopropylethylamine (3.87 g, 30.0 mmol) in n-butanol (75 ml) was heated under reflux for 4 hours. Volatile material was removed by evaporation and the residue was dissolved in DCM (100 ml). The solution was washed with water (3×100 ml) and saturated brine (100 ml) and dried. Volatile material was removed by evaporation and the residue was purified by column chromatography, eluting with 15% eth... Reactants: C(C)(=O)N1C(C(C2=CC=C(C=C12)C(=O)OCC)=C(C1=CC=CC=C1)OCC)=O (1-acetyl-3-(1-ethoxy-1-phenylmethylene)-6-ethoxycarbonyl-2-indolinone), CN(CCN(C1=CC=C(C=C1)N)S(=O)(=O)C)C (N-(2-dimethylamino-ethyl)-N-methylsulphonyl-p-phenylenediamine). Product: CN(CCN(S(=O)(=O)C)C1=CC=C(N\C(\C2=CC=CC=C2)=C\2/C(NC3=CC(=CC=C23)C(=O)OCC)=O)C=C1)C (3-Z-[1-(4-(N-(2-dimethylamino-ethyl)-N-methylsulphonyl-amino)-anilino)-1-phenyl-methylene]-6-ethoxycarbonyl-2-indolinone). As a reaction SMILES: C([N:4]1[C:12]2[C:7](=[CH:8][CH:9]=[C:10]([C:13]([O:15][CH2:16][CH3:17])=[O:14])[CH:11]=2)[C:6](=[C:18](OCC)[C:19]2[CH:24]=[CH:23][CH:22]=[CH:21][CH:20]=2)[C:5]1=[O:28])(=O)C.[CH3:29][N:30]([CH3:45])[CH2:31][CH2:32][N:33]([S:41]([CH3:44])(=[O:43])=[O:42])[C:34]1[CH:39]=[CH:38][C:37]([NH2:40])=[CH:36][CH:35]=1>>[CH3:29][N:30]([CH3:45])[CH2:31][CH2:32][N:33]([C:34]1[CH:35]=[CH:36][C:37]([NH:40]/[C:18](=[C:6]2\[C:5](=[O:28])[NH:4][C:12]3[C:7]\2=[CH:8][CH:9]=[C:10]([C:13]([O:15][CH2:16][CH3:17])=[O:14])[CH:11]=3)/[C:19]2[CH:24]=[CH:23][CH:22]=[CH:21][CH:20]=2)=[CH:38][CH:39]=1)[S:41]([CH3:44])(=[O:43])=[O:42]. Procedure details: Prepared from 1-acetyl-3-(1-ethoxy-1-phenylmethylene)-6-ethoxycarbonyl-2-indolinone and N-(2-dimethylamino-ethyl)-N-methylsulphonyl-p-phenylenediamine Rf value: 0.3 (aluminium oxide, methylene chloride/ethanol=40:1) C29H32N4O5S Reactants: ClC1=C2C(NC(=N1)C)=CC(=N2)C2=CC=CC=C2 (4-chloro-2-methyl-6-phenylpyrrolo[3,2-d]pyrimidine), CNCCNC (N,N′-dimethylethylenediamine), C(=O)([O-])[O-].[K+].[K+] (K2CO3). Run in O (H2O). Product: CN(C=1N=C(NC=2C1N=C(C2)C2=CC=CC=C2)C)CCNC (Methyl[2-(methylamino)ethyl](2-methyl-6-phenyl pyrrolo[2,3-e]pyrimidin-4-yl)amine). Yield: 21.6%. As a reaction SMILES: Cl[C:2]1[N:7]=[C:6]([CH3:8])[NH:5][C:4]2=[CH:9][C:10]([C:12]3[CH:17]=[CH:16][CH:15]=[CH:14][CH:13]=3)=[N:11][C:3]=12.[CH3:18][NH:19][CH2:20][CH2:21][NH:22][CH3:23].C([O-])([O-])=O.[K+].[K+]>O>[CH3:18][N:19]([CH2:20][CH2:21][NH:22][CH3:23])[C:2]1[N:7]=[C:6]([CH3:8])[NH:5][C:4]2[C:3]=1[N:11]=[C:10]([C:12]1[CH:17]=[CH:16][CH:15]=[CH:14][CH:13]=1)[CH:9]=2 |f:2.3.4|. Procedure: This compound was prepared according to the method described in Example 2 by employing 4-chloro-2-methyl-6-phenylpyrrolo[3,2-d]pyrimidine (Example 1(e)) (70 mg, 0.29 mmol), N,N′-dimethylethylenediamine (Aldrich Chemical Company) (0.15 mL, 1.44 mmol) and K2CO3 (0.40 g, 2.87 mmol) in H2O (2 mL). The crude material was purified by flash chromatography on silica gel with 9:1 CHCl3:MeOH as eluant to give 18.5 mg (22%) of the title compound as an off-white solid. An analytical sample was obtained by r... Starting materials: Cl(=O)(=O)[O-].[K+] (potassium chlorate), [N+](=O)([O-])C=1C=C(C=CC1)O (3-nitrophenol), ClCCl (dichloromethane). Solvent: O (water), Cl (hydrochloric acid). Run at temperature 15 celsius, time 30 minute. Product: ClC1=C(C=CC=C1[N+](=O)[O-])O (2-Chloro-3-nitrophenol). Isolated yield 64.3%. As a reaction SMILES: [N+:1]([C:4]1[CH:5]=[C:6]([OH:10])[CH:7]=[CH:8][CH:9]=1)([O-:3])=[O:2].[Cl:11]([O-])(=O)=O.[K+].ClCCl>Cl.O>[Cl:11][C:5]1[C:4]([N+:1]([O-:3])=[O:2])=[CH:9][CH:8]=[CH:7][C:6]=1[OH:10] |f:1.2|. Procedure details: 73 g (0.52 mol) of 3-nitrophenol are dissolved in 2 liters-of 6N hydrochloric acid while heating. The mixture is cooled in an ice bath to 28°-30° C. 32 g (0.26 mol) of potassium chlorate in 500 ml of water are added over 1.5 hours and then, at the end of the addition, the mixture is left stirring for 30 minutes at 28°-30° C. The mixture is cooled to 15° C. and 1 liter of dichloromethane is added. The layers are separated and the organic phase is washed with water. The organic phase is dried and ... Reactants: CNCCO, CCOC(=O)CS(=O)(=NC(=O)c1cncc(C#Cc2cccc(O)c2)c1)c1ccccc1. Product: CN(CCO)C(=O)CS(=O)(=NC(=O)c1cncc(C#Cc2cccc(O)c2)c1)c1ccccc1. Reaction SMILES: [CH3:33][NH:34][CH2:35][CH2:36][OH:37].[OH:1][c:2]1[cH:3][c:4]([C:8]#[C:9][c:10]2[cH:11][c:12]([C:16](=[O:17])[N:18]=[S:19](=[O:20])([c:21]3[cH:22][cH:23][cH:24][cH:25][cH:26]3)[CH2:27][C:28](=[O:29])[O:30][CH2:31][CH3:32])[cH:13][n:14][cH:15]2)[cH:5][cH:6][cH:7]1>>[OH:1][c:2]1[cH:3][c:4]([C:8]#[C:9][c:10]2[cH:11][c:12]([C:16](=[O:17])[N:18]=[S:19](=[O:20])([c:21]3[cH:22][cH:23][cH:24][cH:25][cH:26]3)[CH2:27][C:28](=[O:29])[N:34]([CH3:33])[CH2:35][CH2:36][OH:37])[cH:13][n:14][cH:15]2)[cH:5][cH:6][cH:7]1.